Dataset: the Open Reaction Database (ORD), a public repository of structured organic reaction records. Task: describe an organic reaction: reactants, conditions, products, and yield Starting materials: CCc1ccccc1-c1cccc(Br)c1O, BrCc1ccccc1, [K+], [K+], O=C([O-])[O-], CN(C)C=O. The product is CCc1ccccc1-c1cccc(Br)c1OCc1ccccc1. Reaction SMILES: [Br:1][c:2]1[cH:3][cH:4][cH:5][c:6](-[c:9]2[c:10]([CH2:11][CH3:12])[cH:13][cH:14][cH:15][cH:16]2)[c:7]1[OH:8].[Br:23][CH2:24][c:25]1[cH:26][cH:27][cH:28][cH:29][cH:30]1.[K+:17].[K+:18].[O-:19][C:20]([O-:21])=[O:22].[O:31]=[CH:32][N:33]([CH3:34])[CH3:35]>>[Br:1][c:2]1[cH:3][cH:4][cH:5][c:6](-[c:9]2[c:10]([CH2:11][CH3:12])[cH:13][cH:14][cH:15][cH:16]2)[c:7]1[O:8][CH2:24][c:25]1[cH:26][cH:27][cH:28][cH:29][cH:30]1.